Dataset: the Open Reaction Database (ORD), a public repository of structured organic reaction records. Task: describe an organic reaction: reactants, conditions, products, and yield The reactants are O=C(O)C1CC12CCCCC2, O=C(O)C1CC12CCCCC2, Cl, CC(O)CN, NCC(N)=O. Yields the product CC(O)CNC(=O)C1CC12CCCCC2. RXN SMILES: [CH:12]1([C:13]([OH:14])=[O:15])[C:16]2([CH2:17][CH2:18][CH2:19][CH2:20][CH2:21]2)[CH2:22]1.[CH:1]1([C:9](=[O:10])[OH:11])[CH2:2][C:3]12[CH2:4][CH2:5][CH2:6][CH2:7][CH2:8]2.[ClH:28].[NH2:23][CH2:24][CH:25]([CH3:26])[OH:27].[NH2:29][CH2:30][C:31]([NH2:32])=[O:33]>>[CH:1]1([C:9](=[O:11])[NH:23][CH2:24][CH:25]([CH3:26])[OH:27])[CH2:2][C:3]12[CH2:4][CH2:5][CH2:6][CH2:7][CH2:8]2. Yields the product CCNC(=O)C1OC(n2cnc3c(NCC(c4ccccc4)c4ccccc4)nc(CNC(=O)NCc4ccccc4)nc32)C(O)C1O. As a reaction SMILES: [CH2:1]([c:2]1[cH:3][cH:4][cH:5][cH:6][cH:7]1)[N:8]=[C:9]=[O:10].[Cl:49][CH2:50][Cl:51].[NH2:11][CH2:12][c:13]1[n:14][c:15]([NH:34][CH2:35][CH:36]([c:37]2[cH:38][cH:39][cH:40][cH:41][cH:42]2)[c:43]2[cH:44][cH:45][cH:46][cH:47][cH:48]2)[c:16]2[n:17][cH:18][n:19]([CH:22]3[CH:23]([OH:33])[CH:24]([OH:32])[CH:25]([C:27](=[O:28])[NH:29][CH2:30][CH3:31])[O:26]3)[c:20]2[n:21]1>>[CH2:1]([c:2]1[cH:3][cH:4][cH:5][cH:6][cH:7]1)[NH:8][C:9](=[O:10])[NH:11][CH2:12][c:13]1[n:14][c:15]([NH:34][CH2:35][CH:36]([c:37]2[cH:38][cH:39][cH:40][cH:41][cH:42]2)[c:43]2[cH:44][cH:45][cH:46][cH:47][cH:48]2)[c:16]2[n:17][cH:18][n:19]([CH:22]3[CH:23]([OH:33])[CH:24]([OH:32])[CH:25]([C:27](=[O:28])[NH:29][CH2:30][CH3:31])[O:26]3)[c:20]2[n:21]1. Starting materials: O=C=NCc1ccccc1, ClCCl, CCNC(=O)C1OC(n2cnc3c(NCC(c4ccccc4)c4ccccc4)nc(CN)nc32)C(O)C1O. Reactants: NC1=C2COC(C2=CC(=C1)F)=O (4-amino-6-fluoroisobenzofuran-1(3H)-one), FC1=CC=C(C=O)C=C1 (4-fluorobenzaldehyde), [O-]S(=O)(=O)[O-].[Mg+2] (MgSO4). Run in C(Cl)Cl (DCM). Product: FC1=CC(=C2COC(C2=C1)=O)/N=C/C1=CC=C(C=C1)F ((E)-6-fluoro-4-(4-fluorobenzylideneamino)isobenzofuran-1(3H)-one). Isolated yield 34.6%. Reaction SMILES: [NH2:1][C:2]1[CH:10]=[C:9]([F:11])[CH:8]=[C:7]2[C:3]=1[CH2:4][O:5][C:6]2=[O:12].[F:13][C:14]1[CH:21]=[CH:20][C:17]([CH:18]=O)=[CH:16][CH:15]=1.[O-]S([O-])(=O)=O.[Mg+2]>C(Cl)Cl>[F:11][C:9]1[CH:8]=[C:7]2[C:3]([CH2:4][O:5][C:6]2=[O:12])=[C:2](/[N:1]=[CH:18]/[C:17]2[CH:20]=[CH:21][C:14]([F:13])=[CH:15][CH:16]=2)[CH:10]=1 |f:2.3|. Procedure: 4-amino-6-fluoroisobenzofuran-1(3H)-one (1.5 g, 8.98 mmol), 4-fluorobenzaldehyde (1.67 g, 13.47 mmol) and 12.75 g of MgSO4 were added into 40 ml of DCM and stirred under reflux overnight, then the mixture was evaporated under reduced pressure and the residues was dried in vacuum. 850 mg of (E)-6-fluoro-4-(4-fluorobenzylideneamino)isobenzofuran-1(3H)-one was obtained. 1H-NMR (400 MHz, CDCl3) δ (ppm): 5.37 (s, 2); 7.09-7.12 (dd, 1H), 7.19-7.23 (t, 2H), 7.43-7.45 (dd, 1H), 7.92-7.95 (m, 2H), 8.49 (... Starting materials: CI (methyl iodide), C(CCC)OCCOCCOC=1C(=NSN1)C=1C=NC=CC1 (3-(4-(2-(2-butoxyethoxy) ethoxy)-1,2,5-thiadiazol-3-yl)pyridine). Solvent: CC(=O)C (acetone). Reaction conditions: time 18 hour. The product is [I-].C(CCC)OCCOCCOC=1C(=NSN1)C=1C=[N+](C=CC1)C (3-(4-(2-(2-butoxyethoxy)ethoxy)-1,2,5-thiadiazol-3-yl)-1-methylpyridiniumiodide). Reaction SMILES: [CH3:1][I:2].[CH2:3]([O:7][CH2:8][CH2:9][O:10][CH2:11][CH2:12][O:13][C:14]1[C:15]([C:19]2[CH:20]=[N:21][CH:22]=[CH:23][CH:24]=2)=[N:16][S:17][N:18]=1)[CH2:4][CH2:5][CH3:6]>CC(C)=O>[I-:2].[CH2:3]([O:7][CH2:8][CH2:9][O:10][CH2:11][CH2:12][O:13][C:14]1[C:15]([C:19]2[CH:20]=[N+:21]([CH3:1])[CH:22]=[CH:23][CH:24]=2)=[N:16][S:17][N:18]=1)[CH2:4][CH2:5][CH3:6] |f:3.4|. Procedure details: A mixture of methyl iodide (0.5 ml, 9 mmol) and 3-(4-(2-(2-butoxyethoxy) ethoxy)-1,2,5-thiadiazol-3-yl)pyridine (3 mmol) in acetone (5 ml) was stirred at room temperature for 18 h. The title compound precipitated from the solution and was collected by filtration.